This data is from the Open Reaction Database (ORD), a public repository of structured organic reaction records. The task is: describe an organic reaction: reactants, conditions, products, and yield The reactants are Cl (hydrogen chloride), N1=C(C=CC=C1)NC1=C(C=CC=C1)N (N-(2-pyridyl)-o-phenylenediamine), ClC=1C=C(/C=C/C(=O)Cl)C=CC1 ((E)-3-Chlorocinnamoyl chloride), (E)-1-(2-pyridyl)-2-styryl-H-benzimidazole. Run in CO (methanol). Yields the product Cl.ClC=1C=C(/C=C/C2=NC3=C(N2C2=NC=CC=C2)C=CC=C3)C=CC1 ((E)-2-(3-Chlorostyryl)-1-(2-pyridyl)-1H-benzimidazole hydrochloride). RXN SMILES: [N:1]1[CH:6]=[CH:5][CH:4]=[CH:3][C:2]=1[NH:7][C:8]1[CH:13]=[CH:12][CH:11]=[CH:10][C:9]=1[NH2:14].[Cl:15][C:16]1[CH:17]=[C:18]([CH:24]=[CH:25][CH:26]=1)/[CH:19]=[CH:20]/[C:21](Cl)=O.Cl>CO>[ClH:15].[Cl:15][C:16]1[CH:17]=[C:18]([CH:24]=[CH:25][CH:26]=1)/[CH:19]=[CH:20]/[C:21]1[N:7]([C:2]2[CH:3]=[CH:4][CH:5]=[CH:6][N:1]=2)[C:8]2[CH:13]=[CH:12][CH:11]=[CH:10][C:9]=2[N:14]=1 |f:4.5|. Reported procedure: Free base of the titled compound was prepared from N-(2-pyridyl)-o-phenylenediamine and (E)-3-Chlorocinnamoyl chloride (Amino, Y.; Kawada, K.; Toi, K.; Kumashiro, I.; Fukushima, K. Chem. Pharm. Bull, 1988, 36, 4426) according to the preparation of (E)-1-(2-pyridyl)-2-styryl-H-benzimidazole (Example 1, method A). The free base was dissolved with a 10% methanol solution of hydrogen chloride (5 ml). Concentration and recrystallization from ethyl acetate/ethanol yielded the titled compound. MW: 368.... Reactants: COc1cccc(N)c1, CN1CCCC1=O, [K+], [K+], [K+], Nc1ncc2c(n1)-c1ccc(I)cc1NC(=O)C2, O=P([O-])([O-])[O-]. Yields the product COc1cccc(Nc2ccc3c(c2)NC(=O)Cc2cnc(N)nc2-3)c1. Reaction SMILES: [CH3:27][O:28][c:29]1[cH:30][c:31]([NH2:32])[cH:33][cH:34][cH:35]1.[CH3:36][N:37]1[CH2:38][CH2:39][CH2:40][C:41]1=[O:42].[K+:24].[K+:25].[K+:26].[NH2:1][c:2]1[n:3][cH:4][c:5]2[c:6]([n:18]1)-[c:7]1[c:8]([cH:13][c:14]([I:17])[cH:15][cH:16]1)[NH:9][C:10](=[O:12])[CH2:11]2.[P:19]([O-:20])([O-:21])([O-:22])=[O:23]>>[NH2:1][c:2]1[n:3][cH:4][c:5]2[c:6]([n:18]1)-[c:7]1[c:8]([cH:13][c:14]([NH:32][c:31]3[cH:30][c:29]([O:28][CH3:27])[cH:35][cH:34][cH:33]3)[cH:15][cH:16]1)[NH:9][C:10](=[O:12])[CH2:11]2. RXN SMILES: [CH3:1][CH2:2][CH2:3][CH2:4][CH2:5][CH2:6][CH:7]=[CH2:8].[C:9]([OH:13])(=[O:12])[CH2:10][CH3:11].C([O-])(=O)CC.[K+]>>[CH3:11][CH:10]1[CH2:1][CH:2]([CH2:3][CH2:4][CH2:5][CH2:6][CH2:7][CH3:8])[O:13][C:9]1=[O:12] |f:2.3|. Reported procedure: Octene-1 in an amount of 2.24 g. and 11.65 g. of manganic acetate, Mn(C2H3O2)3.2H2O, (comprising two equivalents of Mn+3 based on titration value), were refluxed under nitrogen in 200 ml. propionic acid containing 20 g. potassium propionate. In less than an hour a good yield of alphamethyl-gamma-n-hexyl-butyrolactone was obtained. Yields the product CC1C(=O)OC(C1)CCCCCC (alphamethyl-gamma-n-hexyl-butyrolactone). The reactants are CCCCCCC=C (Octene-1), C(CC)(=O)O (propionic acid), manganic acetate, Mn(C2H3O2)3.2H2O, C(CC)(=O)[O-].[K+] (potassium propionate). The reactants are C(C)OC(=O)CCCCCCl (5-chloro-pentanecarboxylic acid ethyl ester), C12(CC3CC(CC(C1)C3)C2)C2=CC=C(C=C2)O (p-(1-adamantyl)-phenol). Product: C(C)OC(=O)CCCCCOC1=CC=C(C=C1)C12CC3CC(CC(C1)C3)C2 (5-[4-(1-adamantyl)-phenoxy]-pentanecarboxylic acid ethyl ester). RXN SMILES: [CH2:1]([O:3][C:4]([CH2:6][CH2:7][CH2:8][CH2:9][CH2:10]Cl)=[O:5])[CH3:2].[C:12]12([C:22]3[CH:27]=[CH:26][C:25]([OH:28])=[CH:24][CH:23]=3)[CH2:21][CH:16]3[CH2:17][CH:18]([CH2:20][CH:14]([CH2:15]3)[CH2:13]1)[CH2:19]2>>[CH2:1]([O:3][C:4]([CH2:6][CH2:7][CH2:8][CH2:9][CH2:10][O:28][C:25]1[CH:24]=[CH:23][C:22]([C:12]23[CH2:13][CH:14]4[CH2:20][CH:18]([CH2:17][CH:16]([CH2:15]4)[CH2:21]2)[CH2:19]3)=[CH:27][CH:26]=1)=[O:5])[CH3:2]. Procedure: Analogously to the procedure describe in Example 5, the use of 5-chloro-pentanecarboxylic acid ethyl ester and p-(1-adamantyl)-phenol as starting materials gives 5-[4-(1-adamantyl)-phenoxy]-pentanecarboxylic acid ethyl ester of boiling point 170°-180° C (0.05 mm).